From a dataset of the Open Reaction Database (ORD), a public repository of structured organic reaction records. describe an organic reaction: reactants, conditions, products, and yield Starting materials: O=C(CC(=O)OCC)C=1C=NC=CC1 (ethyl β-oxo-3-pyridine propionate), CC1=C(C=C(C=C1)[N+](=O)[O-])NC(=N)N ((2-methyl-5-nitrophenyl)guanidine), by-products. Run in C(C)O (ethanol), CN1C(CCC1)=O (N-methyl pyrrolidone). Reaction conditions: temperature 150 celsius. Yields the product OC1=CC(=NC(=N1)NC1=C(C=CC(=C1)[N+](=O)[O-])C)C=1C=NC=CC1 (6-hydroxy-N-(2-methyl-5-nitrophenyl)-4-(3-pyridyl)-2-pyrimidine amine). As a reaction SMILES: [CH3:1][C:2]1[CH:7]=[CH:6][C:5]([N+:8]([O-:10])=[O:9])=[CH:4][C:3]=1[NH:11][C:12]([NH2:14])=[NH:13].O=[C:16]([C:23]1[CH:24]=[N:25][CH:26]=[CH:27][CH:28]=1)[CH2:17][C:18](OCC)=[O:19]>CN1CCCC1=O.C(O)C>[OH:19][C:18]1[N:14]=[C:12]([NH:11][C:3]2[CH:4]=[C:5]([N+:8]([O-:10])=[O:9])[CH:6]=[CH:7][C:2]=2[CH3:1])[N:13]=[C:16]([C:23]2[CH:24]=[N:25][CH:26]=[CH:27][CH:28]=2)[CH:17]=1. Procedure: 40 g (2-methyl-5-nitrophenyl)guanidine in 160 mL N-methyl pyrrolidone is dissolved. The mixture is heated to 150° C. and ethyl β-oxo-3-pyridine propionate is added portionwise, to 50 g total in a time period of 5 hours, distillating about 15 g of by-products under a nitrogen flow. At the end of the reaction, the mixture is cooled and diluted with ethanol. The precipitate is filtrated, yielding, upon drying, 46.4 g of product with HPLC purity of 99% (A %), identified through LC-MS and 1H-NMR. Starting materials: NC(CC1=NN=C2N1C1=C(C(=NC2)C2=CC=CC=C2)C=C(C=C1)Cl)C (1-(2-aminopropyl)-8-chloro-6-phenyl-4H-s-triazolo[4,3-a][1,4]-benzodiazepine), B (borane). The solvent is O1CCCC1 (tetrahydrofuran). Yields the product NC(CC1=NN=C2N1C1=C(C(NC2)C2=CC=CC=C2)C=C(C=C1)Cl)C (1-(2-aminopropyl)-8-chloro-5,6-dihydro-6-phenyl-4H-s-triazolo[4,3-a][1,4]benzodiazepine). As a reaction SMILES: [NH2:1][CH:2]([CH3:25])[CH2:3][C:4]1[N:8]2[C:9]3[CH:23]=[CH:22][C:21]([Cl:24])=[CH:20][C:10]=3[C:11]([C:14]3[CH:19]=[CH:18][CH:17]=[CH:16][CH:15]=3)=[N:12][CH2:13][C:7]2=[N:6][N:5]=1.B>O1CCCC1>[NH2:1][CH:2]([CH3:25])[CH2:3][C:4]1[N:8]2[C:9]3[CH:23]=[CH:22][C:21]([Cl:24])=[CH:20][C:10]=3[CH:11]([C:14]3[CH:19]=[CH:18][CH:17]=[CH:16][CH:15]=3)[NH:12][CH2:13][C:7]2=[N:6][N:5]=1. Procedure: In the manner given in Example 23 a mixture of 1-(2-aminopropyl)-8-chloro-6-phenyl-4H-s-triazolo[4,3-a][1,4]-benzodiazepine and tetrahydrofuran was treated with borane to give 1-(2-aminopropyl)-8-chloro-5,6-dihydro-6-phenyl-4H-s-triazolo[4,3-a][1,4]benzodiazepine. The reactants are Brc1ccncc1, N#Cc1ccc(B(O)O)cc1, Cl. Yields the product N#Cc1ccc(-c2ccncc2)cc1. RXN SMILES: [Br:2][c:3]1[cH:4][cH:5][n:6][cH:7][cH:8]1.[C:9](#[N:10])[c:11]1[cH:12][cH:13][c:14]([B:17]([OH:18])[OH:19])[cH:15][cH:16]1.[ClH:1]>>[c:3]1(-[c:14]2[cH:13][cH:12][c:11]([C:9]#[N:10])[cH:16][cH:15]2)[cH:4][cH:5][n:6][cH:7][cH:8]1. Starting materials: COCCCCC(O)(c1cccc2cc(C(C)(C)C)oc12)C1CCCN(C(=O)OC(C)(C)C)C1, ClCCl, O=C(O)C(F)(F)F. The product is COCCCCC(O)(c1cccc2cc(C(C)(C)C)oc12)C1CCCNC1. As a reaction SMILES: [C:1]([CH3:2])([CH3:3])([CH3:4])[c:5]1[o:6][c:7]2[c:8]([cH:9]1)[cH:10][cH:11][cH:12][c:13]2[C:14]([CH2:15][CH2:16][CH2:17][CH2:18][O:19][CH3:20])([OH:21])[CH:22]1[CH2:23][N:24]([C:28]([O:29][C:30]([CH3:31])([CH3:32])[CH3:33])=[O:34])[CH2:25][CH2:26][CH2:27]1.[Cl:42][CH2:43][Cl:44].[F:35][C:36]([F:37])([F:38])[C:39]([OH:40])=[O:41]>>[C:1]([CH3:2])([CH3:3])([CH3:4])[c:5]1[o:6][c:7]2[c:8]([cH:9]1)[cH:10][cH:11][cH:12][c:13]2[C:14]([CH2:15][CH2:16][CH2:17][CH2:18][O:19][CH3:20])([OH:21])[CH:22]1[CH2:23][NH:24][CH2:25][CH2:26][CH2:27]1. Reactants: CC(C)CC(NCc1ccc(-c2ccc(N3CCN(C(=O)OC(C)(C)C)CC3)cc2)cc1)C(=O)NCC#N, C1CCOC1, [Na+], O=C([O-])O. The product is CC(C)CC(NCc1ccc(-c2ccc(N3CCNCC3)cc2)cc1)C(=O)NCC#N. Reaction SMILES: [C:1](#[N:2])[CH2:3][NH:4][C:5](=[O:6])[CH:7]([CH2:8][CH:9]([CH3:10])[CH3:11])[NH:12][CH2:13][c:14]1[cH:15][cH:16][c:17](-[c:20]2[cH:21][cH:22][c:23]([N:26]3[CH2:27][CH2:28][N:29]([C:32]([O:33][C:34]([CH3:35])([CH3:36])[CH3:37])=[O:38])[CH2:30][CH2:31]3)[cH:24][cH:25]2)[cH:18][cH:19]1.[CH2:44]1[O:45][CH2:46][CH2:47][CH2:48]1.[Na+:43].[O-:39][C:40]([OH:41])=[O:42]>>[C:1](#[N:2])[CH2:3][NH:4][C:5](=[O:6])[CH:7]([CH2:8][CH:9]([CH3:10])[CH3:11])[NH:12][CH2:13][c:14]1[cH:15][cH:16][c:17](-[c:20]2[cH:21][cH:22][c:23]([N:26]3[CH2:27][CH2:28][NH:29][CH2:30][CH2:31]3)[cH:24][cH:25]2)[cH:18][cH:19]1. Starting materials: OOS(=O)[O-].[K+] (Oxone), C(C)(C)(C)C1=NC2=C(N1CC1CCC(CC1)(F)F)C=CC(=C2)S(=O)(=O)N2N=CC(=C2)C=O (1-({2-tert-butyl-1-[(4,4-difluorocyclohexyl)methyl]-1H-benzimidazol-5-yl}sulfonyl)-1H-pyrazole-4-carbaldehyde). Run in CN(C)C=O (DMF). Reaction conditions: time 8 hour. The product is C(C)(C)(C)C1=NC2=C(N1CC1CCC(CC1)(F)F)C=CC(=C2)S(=O)(=O)N2N=CC(=C2)C(=O)O (1-({2-tert-butyl-1-[(4,4- difluorocyclohexyl)methyl]-1H-benzimidazol-5-yl}sulfonyl)-1H-pyrazole-4-carboxylic acid). Reaction SMILES: [OH:1]OS([O-])=O.[K+].[C:7]([C:11]1[N:15]([CH2:16][CH:17]2[CH2:22][CH2:21][C:20]([F:24])([F:23])[CH2:19][CH2:18]2)[C:14]2[CH:25]=[CH:26][C:27]([S:29]([N:32]3[CH:36]=[C:35]([CH:37]=[O:38])[CH:34]=[N:33]3)(=[O:31])=[O:30])=[CH:28][C:13]=2[N:12]=1)([CH3:10])([CH3:9])[CH3:8]>CN(C=O)C>[C:7]([C:11]1[N:15]([CH2:16][CH:17]2[CH2:22][CH2:21][C:20]([F:24])([F:23])[CH2:19][CH2:18]2)[C:14]2[CH:25]=[CH:26][C:27]([S:29]([N:32]3[CH:36]=[C:35]([C:37]([OH:1])=[O:38])[CH:34]=[N:33]3)(=[O:31])=[O:30])=[CH:28][C:13]=2[N:12]=1)([CH3:10])([CH3:8])[CH3:9] |f:0.1|. Procedure: Oxone® (0.60 g, 0.97 mmol) was added to a solution of 1-({2-tert-butyl-1-[(4,4-difluorocyclohexyl)methyl]-1H-benzimidazol-5-yl}sulfonyl)-1H-pyrazole-4-carbaldehyde (0.41 g, 0.88 mmol) in DMF (15 mL). The reaction mixture was stirred overnight at ambient temperature and the solvent was concentrated. The product was recovered in DCM, washed with 10% HCl solution, brine and dried over anhydrous Na2SO4, The solvent was concentrated to provide the pure title compound as white solid. Yield: 0.38 g (89... Reactants: solid, Cl.Cl.O1CCC2=C1C=CC=C2C2CCN(CC2)CC[C@@H]2CC[C@H](CC2)N (trans-4-{2-[4-(2,3-dihydro-benzofuran-4-yl)-piperidin-1-yl]-ethyl}-cyclohexylamine dihydrochloride), Cl.Cl.O1CCC2=C1C=CC=C2C2CCN(CC2)CC[C@@H]2CC[C@H](CC2)N (trans-4-{2-[4-(2,3-dihydro-benzofuran-4-yl)-piperidin-1-yl]-ethyl}-cyclohexylamine dihydrochloride), O1[C@@H](CCC1)CC(=O)O ((S)-2-(tetrahydro-furan-2-yl)-acetic acid). Product: O1CCC2=C1C=CC=C2C2CCN(CC2)CC[C@@H]2CC[C@H](CC2)NC(C[C@H]2OCCC2)=O (trans-N-(4-{2-[4-(2,3-Dihydro-benzofuran-4-yl)-piperidin-1-yl]-ethyl}-cyclohexyl)-(S)-2-(tetrahydro-furan-2-yl)-acetamide). As a reaction SMILES: Cl.Cl.[O:3]1[C:7]2[CH:8]=[CH:9][CH:10]=[C:11]([CH:12]3[CH2:17][CH2:16][N:15]([CH2:18][CH2:19][C@H:20]4[CH2:25][CH2:24][C@H:23]([NH2:26])[CH2:22][CH2:21]4)[CH2:14][CH2:13]3)[C:6]=2[CH2:5][CH2:4]1.[O:27]1[CH2:31][CH2:30][CH2:29][C@H:28]1[CH2:32][C:33](O)=[O:34]>>[O:3]1[C:7]2[CH:8]=[CH:9][CH:10]=[C:11]([CH:12]3[CH2:17][CH2:16][N:15]([CH2:18][CH2:19][C@H:20]4[CH2:21][CH2:22][C@H:23]([NH:26][C:33](=[O:34])[CH2:32][C@@H:28]5[CH2:29][CH2:30][CH2:31][O:27]5)[CH2:24][CH2:25]4)[CH2:14][CH2:13]3)[C:6]=2[CH2:5][CH2:4]1 |f:0.1.2|. Procedure: The title compound, white solid (72 mg, 65%), MS (ISP) m/z=441.4 [(M+H)+], mp 192° C., was prepared in accordance with the general method of example 1 from trans-4-{2-[4-(2,3-dihydro-benzofuran-4-yl)-piperidin-1-yl]-ethyl}-cyclohexylamine dihydrochloride (intermediate B) (100 mg, 0.25 mmol) and (S)-2-(tetrahydro-furan-2-yl)-acetic acid. Starting materials: CCOCC (ether), S(O)(O)(=O)=O (sulfuric acid), C(C)(C)C(C#N)(N1C(C2=C(C1=O)C=CC=1N(C=CC12)C)=O)C (3,6-dihydro-α-isopropyl-α,6-dimethyl-1,3-dioxobenzo[1,2-b:3,4-c']dipyrrole-2(1H)-acetonitrile), [OH-].[Na+] (sodium hydroxide). Run in C(C)(=O)OCC (ethyl acetate), C(Cl)Cl (methylene chloride). Run at time 24 hour. Yields the product C(C)(C)C(C(=O)N)(N1C(C2=C(C1=O)C=CC=1N(C=CC12)C)=O)C (3,6-Dihydro-α-isopropyl-α,6-dimethyl-1,3-dioxobenzo[1,2-b:3,4-c']dipyrrole-2(1H)acetamide). Yield: 25.7%. RXN SMILES: S(=O)(=O)(O)O.[CH:6]([C:9]([CH3:27])([N:12]1[C:16](=[O:17])[C:15]2[CH:18]=[CH:19][C:20]3[N:21]([CH3:25])[CH:22]=[CH:23][C:24]=3[C:14]=2[C:13]1=[O:26])[C:10]#[N:11])([CH3:8])[CH3:7].[OH-].[Na+].CC[O:32]CC>C(Cl)Cl.C(OCC)(=O)C>[CH:6]([C:9]([CH3:27])([N:12]1[C:16](=[O:17])[C:15]2[CH:18]=[CH:19][C:20]3[N:21]([CH3:25])[CH:22]=[CH:23][C:24]=3[C:14]=2[C:13]1=[O:26])[C:10]([NH2:11])=[O:32])([CH3:8])[CH3:7] |f:2.3|. Reported procedure: Concentrated sulfuric acid (5.50 mL) is added slowly to a solution of 3,6-dihydro-α-isopropyl-α,6-dimethyl-1,3-dioxobenzo[1,2-b:3,4-c']dipyrrole-2(1H)-acetonitrile (5.50 g, 19.0 mmol) in methylene chloride at 10° C. Crushed ice is added. The mixture is stirred for 24 hours at ambient temperature and poured onto crushed ice, treated with 6N sodium hydroxide to pH 2, and extracted with methylene chloride. The organic layer is separated, dried (MgSO4) and concentrated in vacuo to give an orange foa... Reactants: ClC1=C(OC2=CC=C(C(=O)C=CC(=O)O)C=C2)C=CC=C1 (3-[4-(2-chlorophenoxy)benzoyl]acrylic acid), CC1=CC=C(OC2=CC=C(C(=O)C=CC(=O)O)C=C2)C=C1 (3-[4-(4-methylphenoxy)benzoyl]acrylic acid). Reported procedure: The procedure in Example 17(1) was followed, except that 6.05 g of 3-[4-(2-chlorophenoxy)benzoyl]acrylic acid were used in place of 3-[4-(4-methylphenoxy)benzoyl]acrylic acid, to give 5.06 g of ethyl 3-[4-(2-chlorophenoxy)benzoyl]-acrylate in the form of an oil. The product is ClC1=C(OC2=CC=C(C(=O)C=CC(=O)OCC)C=C2)C=CC=C1 (ethyl 3-[4-(2-chlorophenoxy)benzoyl]-acrylate). RXN SMILES: [Cl:1][C:2]1[CH:21]=[CH:20][CH:19]=[CH:18][C:3]=1[O:4][C:5]1[CH:17]=[CH:16][C:8]([C:9]([CH:11]=[CH:12][C:13]([OH:15])=[O:14])=[O:10])=[CH:7][CH:6]=1.[CH3:22][C:23]1C=CC(OC2C=CC(C(C=CC(O)=O)=O)=CC=2)=CC=1>>[Cl:1][C:2]1[CH:21]=[CH:20][CH:19]=[CH:18][C:3]=1[O:4][C:5]1[CH:17]=[CH:16][C:8]([C:9]([CH:11]=[CH:12][C:13]([O:15][CH2:22][CH3:23])=[O:14])=[O:10])=[CH:7][CH:6]=1. RXN SMILES: [Br:1][C:2]1[CH:7]=[CH:6][C:5]([CH:8]([CH2:19][CH:20]([CH3:22])[CH3:21])[CH2:9][C:10]([C:12]2[CH:13]=[CH:14][C:15](=[O:18])[NH:16][CH:17]=2)=[O:11])=[CH:4][CH:3]=1.IC.[C:25](=O)([O-])[O-].[K+].[K+]>>[Br:1][C:2]1[CH:3]=[CH:4][C:5]([CH:8]([CH2:19][CH:20]([CH3:22])[CH3:21])[CH2:9][C:10]([C:12]2[CH:13]=[CH:14][C:15](=[O:18])[N:16]([CH3:25])[CH:17]=2)=[O:11])=[CH:6][CH:7]=1 |f:2.3.4|. Yields the product BrC1=CC=C(C=C1)C(CC(=O)C=1C=CC(N(C1)C)=O)CC(C)C (5-[3-(4-Bromo-phenyl)-5-methyl-hexanoyl]-1-methyl-1H-pyridin-2-one). Reactants: BrC1=CC=C(C=C1)C(CC(=O)C=1C=CC(NC1)=O)CC(C)C (5-[3-(4-bromo-phenyl)-5-methyl-hexanoyl]-1H-pyridin-2-one), IC (iodomethane), C([O-])([O-])=O.[K+].[K+] (potassium carbonate). Reported procedure: In analogy to example 161, step 1, 5-[3-(4-bromo-phenyl)-5-methyl-hexanoyl]-1H-pyridin-2-one was reacted with iodomethane in the presence of potassium carbonate to give the title compound as a colorless oil, MS (ESI+): m/z=376.2 [M+H]+.